This data is from the Open Reaction Database (ORD), a public repository of structured organic reaction records. The task is: describe an organic reaction: reactants, conditions, products, and yield Reported procedure: Prepared by proceeding in a similar manner to Example 3, starting from methyl 6-(benzenesulphonylmethyl)-2-(2-dimethylaminoethoxy)-3-(furan-3-yl)benzoate (Intermediate 17). The product after chromatography was treated with hydrochloric acid (1M) and then evaporated to dryness. The residue was triturated with ether and the solid was collected by filtration. Yields the product Cl.C1(=CC=CC=C1)S(=O)(=O)CC1=CC=C(C(=C1C(=O)O)OCCN(C)C)C1=COC=C1 (6-(Benzenesulphonylmethyl)-2-(2-dimethylaminoethoxy)-3-(furan-3-yl)benzoic acid hydrochloride). Starting materials: C1(=CC=CC=C1)S(=O)(=O)CC1=CC=C(C(=C1C(=O)OC)OCCN(C)C)C1=COC=C1 (methyl 6-(benzenesulphonylmethyl)-2-(2-dimethylaminoethoxy)-3-(furan-3-yl)benzoate), C1(=CC=CC=C1)S(=O)(=O)CC1=CC=C(C(=C1C(=O)OC)OCCN(C)C)C1=COC=C1 (methyl 6-(benzenesulphonylmethyl)-2-(2-dimethylaminoethoxy)-3-(furan-3-yl)benzoate), Cl (hydrochloric acid). Reaction SMILES: [C:1]1([S:7]([CH2:10][C:11]2[C:16]([C:17]([O:19]C)=[O:18])=[C:15]([O:21][CH2:22][CH2:23][N:24]([CH3:26])[CH3:25])[C:14]([C:27]3[CH:31]=[CH:30][O:29][CH:28]=3)=[CH:13][CH:12]=2)(=[O:9])=[O:8])[CH:6]=[CH:5][CH:4]=[CH:3][CH:2]=1.[ClH:32]>>[ClH:32].[C:1]1([S:7]([CH2:10][C:11]2[C:16]([C:17]([OH:19])=[O:18])=[C:15]([O:21][CH2:22][CH2:23][N:24]([CH3:26])[CH3:25])[C:14]([C:27]3[CH:31]=[CH:30][O:29][CH:28]=3)=[CH:13][CH:12]=2)(=[O:8])=[O:9])[CH:6]=[CH:5][CH:4]=[CH:3][CH:2]=1 |f:2.3|.